Dataset: the Open Reaction Database (ORD), a public repository of structured organic reaction records. Task: describe an organic reaction: reactants, conditions, products, and yield Reactants: ClC1=CC(=C(/C=C/C(=O)OC)C=C1)NC(=O)OCC (methyl trans-4-chloro-2-(ethoxycarbonylamino)cinnamate), BrCC(=O)C1=NC=C(C=C1)C (2-bromoacetyl-5-methylpyridine). Yields the product ClC1=CC=C2C(=C(NC2=C1)C(=O)C1=NC=C(C=C1)C)CC(=O)O ([6-Chloro-2-(5-methylpyridine-2-carbonyl)-1H-indol-3-yl]acetic Acid). As a reaction SMILES: [Cl:1][C:2]1[CH:13]=[CH:12][C:5](/[CH:6]=[CH:7]/[C:8]([O:10]C)=[O:9])=[C:4]([NH:14][C:15](OCC)=O)[CH:3]=1.BrC[C:22]([C:24]1[CH:29]=[CH:28][C:27]([CH3:30])=[CH:26][N:25]=1)=[O:23]>>[Cl:1][C:2]1[CH:3]=[C:4]2[C:5]([C:6]([CH2:7][C:8]([OH:10])=[O:9])=[C:15]([C:22]([C:24]3[CH:29]=[CH:28][C:27]([CH3:30])=[CH:26][N:25]=3)=[O:23])[NH:14]2)=[CH:12][CH:13]=1. Procedure: Two diastreomers of the title compound were prepared according the procedure described in step 2 of Example 31 from methyl trans-4-chloro-2-(ethoxycarbonylamino)cinnamate (Example 31, step 1) and 2-bromoacetyl-5-methylpyridine.* The reactants are NC1=C(CNC(CN2C(=O)N(C=3N=C(N(C3C2=O)CC#CC)N2CC(CCC2)NC(=O)OC(C)(C)C)C)=O)C=CC=C1 (1-[2-(2-amino-benzylamino)-2-oxo-ethyl]-3-methyl-7-(2-butyn-1-yl)-8-[3-(tert.-butyloxycarbonyl-amino)-piperidin-1-yl]-xanthine). The solvent is C(C)(=O)O (acetic acid). Reaction conditions: time 2 hour. Product: N1=C(NCC2=CC=CC=C12)CN1C(=O)N(C=2N=C(N(C2C1=O)CC#CC)N1CC(CCC1)NC(=O)OC(C)(C)C)C (1-[(3,4-dihydro-quinazolin-2-yl)methyl]-3-methyl-7-(2-butyn-1-yl)-8-[3-(tert.-butyloxycarbonyl-amino)-piperidin-1-yl]-xanthine). Reaction SMILES: [NH2:1][C:2]1[CH:42]=[CH:41][CH:40]=[CH:39][C:3]=1[CH2:4][NH:5][C:6](=O)[CH2:7][N:8]1[C:17](=[O:18])[C:16]2[N:15]([CH2:19][C:20]#[C:21][CH3:22])[C:14]([N:23]3[CH2:28][CH2:27][CH2:26][CH:25]([NH:29][C:30]([O:32][C:33]([CH3:36])([CH3:35])[CH3:34])=[O:31])[CH2:24]3)=[N:13][C:12]=2[N:11]([CH3:37])[C:9]1=[O:10]>C(O)(=O)C>[N:1]1[C:2]2[C:3](=[CH:39][CH:40]=[CH:41][CH:42]=2)[CH2:4][NH:5][C:6]=1[CH2:7][N:8]1[C:17](=[O:18])[C:16]2[N:15]([CH2:19][C:20]#[C:21][CH3:22])[C:14]([N:23]3[CH2:28][CH2:27][CH2:26][CH:25]([NH:29][C:30]([O:32][C:33]([CH3:36])([CH3:35])[CH3:34])=[O:31])[CH2:24]3)=[N:13][C:12]=2[N:11]([CH3:37])[C:9]1=[O:10]. Procedure details: A mixture of 280 mg of 1-[2-(2-amino-benzylamino)-2-oxo-ethyl]-3-methyl-7-(2-butyn-1-yl)-8-[3-(tert.-butyloxycarbonyl-amino)-piperidin-1-yl]-xanthine and 4 ml glacial acetic acid is heated to boiling for two hours. Then the reaction mixture is evaporated down and the flask residue is purified through a column of aluminium oxide (activity stage 11) with methylene chloride/ethyl acetate/methanol (5:5:0 to 5:4:1) as eluant. In addition to the desired 1-[(3,4-dihydro-quinazolin-2-yl)methyl]-3-methyl... Starting materials: COC1=CC=C(CN2N=C3N(C(N(C(C3=C2SC)=O)C)=O)CC(C)(C)C)C=C1 (2-(4-methoxybenzyl)-5-methyl-3-(methylthio)-7-neopentyl-2H-pyrazolo[3,4-d]pyrimidine-4,6(5H,7H)-dione), BrCC1=CC=C(C=C1)N1N=CC=C1 (1-(4-(bromomethyl)phenyl)-1H-pyrazole). The product is N1(N=CC=C1)C1=CC=C(CN2N=C3N(C(N(C(C3=C2SC)=O)C)=O)CC(C)(C)C)C=C1 (2-(4-(1H-pyrazol-1-yl)benzyl)-5-methyl-3-(methylthio)-7-neopentyl-2H-pyrazolo[3,4-d]pyrimidine-4,6(5H,7H)-dione). As a reaction SMILES: CO[C:3]1[CH:28]=[CH:27][C:6]([CH2:7][N:8]2[C:16]([S:17][CH3:18])=[C:15]3[C:10]([N:11]([CH2:22][C:23]([CH3:26])([CH3:25])[CH3:24])[C:12](=[O:21])[N:13]([CH3:20])[C:14]3=[O:19])=[N:9]2)=[CH:5][CH:4]=1.BrCC1C=CC([N:37]2[CH:41]=[CH:40][CH:39]=[N:38]2)=CC=1>>[N:37]1([C:3]2[CH:4]=[CH:5][C:6]([CH2:7][N:8]3[C:16]([S:17][CH3:18])=[C:15]4[C:10]([N:11]([CH2:22][C:23]([CH3:24])([CH3:25])[CH3:26])[C:12](=[O:21])[N:13]([CH3:20])[C:14]4=[O:19])=[N:9]3)=[CH:27][CH:28]=2)[CH:41]=[CH:40][CH:39]=[N:38]1. Procedure details: The synthetic procedure of this compound is analogous to EXAMPLE 5 wherein 2-(4-methoxybenzyl)-5-methyl-3-(methylthio)-7-neopentyl-2H-pyrazolo[3,4-d]pyrimidine-4,6(5H,7H)-dione is used instead of 2-(4-methoxybenzyl)-5-methyl-7-neopentyl-3-(phenylthio)-2H-pyrazolo[3,4-d]pyrimidine-4,6(5H,7H)-dione, and 1-(4-(bromomethyl)phenyl)-1H-pyrazole is used instead of 1-(4-(bromomethyl)phenyl)-1H-1,2,4-triazole. MS (ESI) m/z 439.2 [M+H]+. The reactants are ClCCNC(=O)N(C1[C@@H](O)[C@@H](O)[C@H](O)[C@H](O1)CO)CCCC (1-(2-chloroethyl)-3-n-butyl-3-D-mannopyranosylurea), C([O-])([O-])=O.[Na+].[Na+] (sodium carbonate), [N+](=O)([N+](=O)[O-])[O-] (nitrogen tetroxide). Solvent: O1CCCC1 (tetrahydrofuran), C(Cl)Cl (methylene chloride). Product: ClCCN(C(=O)N(C1[C@@H](O)[C@@H](O)[C@H](O)[C@H](O1)CO)CCCC)N=O (1-(2-chloroethyl)-1-nitroso-3-n-butyl-3-D-mannopyranosylurea). Yield: 78.6%. RXN SMILES: [Cl:1][CH2:2][CH2:3][NH:4][C:5]([N:7]([CH2:19][CH2:20][CH2:21][CH3:22])[CH:8]1[O:16][C@H:15]([CH2:17][OH:18])[C@@H:13]([OH:14])[C@H:11]([OH:12])[C@@H:9]1[OH:10])=[O:6].C(=O)([O-])[O-].[Na+].[Na+].[N+:29]([O-])([N+]([O-])=O)=[O:30]>O1CCCC1.C(Cl)Cl>[Cl:1][CH2:2][CH2:3][N:4]([N:29]=[O:30])[C:5]([N:7]([CH2:19][CH2:20][CH2:21][CH3:22])[CH:8]1[O:16][C@H:15]([CH2:17][OH:18])[C@@H:13]([OH:14])[C@H:11]([OH:12])[C@@H:9]1[OH:10])=[O:6] |f:1.2.3|. Procedure: 3.4 g of 1-(2-chloroethyl)-3-n-butyl-3-D-mannopyranosylurea are dissolved in a mixture of 60 ml of tetrahydrofuran and 60 ml of methylene chloride, and 15 g of sodium carbonate anhydrate are added thereto. 5 g of nitrogen tetroxide gas are introduced into the mixture for 10 minutes under ice-cooling. The mixture is treated in the same manner as described in Example 2. 2.9 g of 1-(2-chloroethyl)-1-nitroso-3-n-butyl-3-D-mannopyranosylurea are thereby obtained as yellow caramel. Yields the product COC(NC(CC1=CC=C(C=C1)C1=NC=C(C=C1)F)C=1NC=C(N1)CC(CC)(C)C)=O (methyl{1-[4-(2,2-dimethylbutyl)-1H-imidazol-2-yl]-2-[4-(5-fluoropyridin-2-yl)phenyl]ethyl}carbamate). Reaction SMILES: FC(F)(F)C(O)=O.[CH3:8][C:9]([CH3:45])([CH2:43][CH3:44])[CH2:10][C:11]1[N:12]=[C:13]([CH:23]([NH:38][C:39]([O:41][CH3:42])=[O:40])[CH2:24][C:25]2[CH:30]=[CH:29][C:28]([C:31]3[CH:36]=[CH:35][C:34]([F:37])=[CH:33][N:32]=3)=[CH:27][CH:26]=2)[N:14](C(OC(C)(C)C)=O)[CH:15]=1>>[CH3:42][O:41][C:39](=[O:40])[NH:38][CH:23]([C:13]1[NH:14][CH:15]=[C:11]([CH2:10][C:9]([CH3:45])([CH3:8])[CH2:43][CH3:44])[N:12]=1)[CH2:24][C:25]1[CH:26]=[CH:27][C:28]([C:31]2[CH:36]=[CH:35][C:34]([F:37])=[CH:33][N:32]=2)=[CH:29][CH:30]=1. Reported procedure: Trifluoroacetic acid (1 mL) was added to neat tert-butyl 4-(2,2-dimethylbutyl)-2-{2-[4-(5-fluoropyridin-2-yl)phenyl]-1-[(methoxy carbonyl)amino]ethyl}-1H-imidazole-1-carboxylate. After stirring at ambient temperature for 1 h, the reaction mixture was concentrated in vacuo. The residue was partitioned between ethyl acetate and 10% aqueous sodium hydroxide. The aqueous phase was extracted with ethyl acetate. The combined organic extracts were dried (magnesium sulfate) and concentrated in vacuo. Pr... Reactants: FC(C(=O)O)(F)F (Trifluoroacetic acid), CC(CC=1N=C(N(C1)C(=O)OC(C)(C)C)C(CC1=CC=C(C=C1)C1=NC=C(C=C1)F)NC(=O)OC)(CC)C (tert-butyl 4-(2,2-dimethylbutyl)-2-{2-[4-(5-fluoropyridin-2-yl)phenyl]-1-[(methoxy carbonyl)amino]ethyl}-1H-imidazole-1-carboxylate). Run at time 1 hour. Procedure: The reaction is carried out in a manner identical to that for (dimethylaminoethyl)-di-(2-pentyl)cyclopentadiene, the tosylate of N,N-di-n-butylaminoethanol being prepared in situ. The conversion was 88%. The (di-n-butylaminoethyl)-di-(2-pentyl)cyclopentadiene was obtained after preparative column purification on silica gel using, successively, petroleum ether (40-60° C.) and THF, followed by distillation under reduced pressure, the yield being 51%. Product: C(CCC)N(CCCC)CCC1=CC=CC1(C(C)CCC)C(C)CCC ((di-n-butylaminoethyl)-di-(2-pentyl)cyclopentadiene). The reactants are CN(C)CCC1=CC=CC1(C(C)CCC)C(C)CCC ((dimethylaminoethyl)-di-(2-pentyl)cyclopentadiene), S(=O)(=O)([O-])C1=CC=C(C)C=C1 (tosylate), C(CCC)N(CCCC)C(C)O (N,N-di-n-butylaminoethanol). As a reaction SMILES: CN(CC[C:6]1[C:10]([CH:16]([CH2:18][CH2:19][CH3:20])[CH3:17])([CH:11]([CH2:13][CH2:14][CH3:15])[CH3:12])[CH:9]=[CH:8][CH:7]=1)C.S(C1C=CC(C)=CC=1)([O-])(=O)=O.[CH2:32]([N:36]([CH:41](O)[CH3:42])[CH2:37][CH2:38][CH2:39][CH3:40])[CH2:33][CH2:34][CH3:35]>>[CH2:32]([N:36]([CH2:41][CH2:42][C:9]1[C:10]([CH:16]([CH2:18][CH2:19][CH3:20])[CH3:17])([CH:11]([CH2:13][CH2:14][CH3:15])[CH3:12])[CH:6]=[CH:7][CH:8]=1)[CH2:37][CH2:38][CH2:39][CH3:40])[CH2:33][CH2:34][CH3:35]. Product: SCCC1CCN(CC1)C(C(=O)C1=CC=C(C=C1)SC)(C)C (2-[4-(2-Mercapto-ethyl)-piperidin-1-yl]-2-methyl-1-[4-(methylthio)-phenyl]-propan-1-one). As a reaction SMILES: O[CH2:2][CH2:3][CH:4]1[CH2:9][CH2:8][N:7]([C:10]([CH3:22])([CH3:21])[C:11]([C:13]2[CH:18]=[CH:17][C:16]([S:19][CH3:20])=[CH:15][CH:14]=2)=[O:12])[CH2:6][CH2:5]1.C1(P(C2C=CC=CC=2)C2C=CC=CC=2)C=CC=CC=1.C(Br)(Br)(Br)Br.C([O-])(=[S:49])C.[K+]>C(Cl)Cl.CC(N(C)C)=O.C(O)C>[SH:49][CH2:2][CH2:3][CH:4]1[CH2:9][CH2:8][N:7]([C:10]([CH3:22])([CH3:21])[C:11]([C:13]2[CH:18]=[CH:17][C:16]([S:19][CH3:20])=[CH:15][CH:14]=2)=[O:12])[CH2:6][CH2:5]1 |f:3.4|. Reported procedure: 9.81 g (30.5 mmol) of 2-[4-(2-hydroxy-ethyl)-piperidin-1-yl]-2-methyl-1-[4-(methylthio)-phenyl]-propan-1-one and 8.0 g of triphenylphosphine are dissolved in 100 ml of methylene chloride. 10.1 g of carbon tetrabromide is dissolved in 50 ml of methylene chloride and is added dropwise to the above solution at 5 ° C. After stirring for 1 h, the resulting solution is concentrated to give a slurry, this material is purified by column chromatography on silica gel with ethyl acetate-hexane (10:90) as a... Starting materials: OCCC1CCN(CC1)C(C(=O)C1=CC=C(C=C1)SC)(C)C (2-[4-(2-hydroxy-ethyl)-piperidin-1-yl]-2-methyl-1-[4-(methylthio)-phenyl]-propan-1-one), C1(=CC=CC=C1)P(C1=CC=CC=C1)C1=CC=CC=C1 (triphenylphosphine), ice water, C(Br)(Br)(Br)Br (carbon tetrabromide), C(C)(=S)[O-].[K+] (potassium thioacetate), above oily product. Conditions: time 1 hour. Solvent: C(Cl)Cl (methylene chloride), C(C)O (ethanol), C(Cl)Cl (methylene chloride), CC(=O)N(C)C (dimethylacetamide). The reactants are FC(C1=C(C(=O)Cl)C=CC=C1)(F)F (2-(trifluoromethyl)benzoyl chloride), NC=1C=C(C2=C(NC=N2)C1)C(=O)OC (methyl 6-amino-1H-benzimidazole-4-carboxylate), ice water. Run in C1CCOC1 (THF), C1CCOC1 (THF), C(C)(C)N(C(C)C)CC (N,N-diisopropylethylamine). Yields the product FC(C1=C(C=CC=C1)C(=O)NC=1C=C(C2=C(NC=N2)C1)C(=O)OC)(F)F (methyl 6-({[2-(Trifluoromethyl)phenyl]carbonyl}amino)-1H-benzimidazole-4-carboxylate). Reaction SMILES: [NH2:1][C:2]1[CH:3]=[C:4]([C:11]([O:13][CH3:14])=[O:12])[C:5]2[N:9]=[CH:8][NH:7][C:6]=2[CH:10]=1.[F:15][C:16]([F:27])([F:26])[C:17]1[CH:25]=[CH:24][CH:23]=[CH:22][C:18]=1[C:19](Cl)=[O:20]>C1COCC1.C(N(CC)C(C)C)(C)C>[F:15][C:16]([F:26])([F:27])[C:17]1[CH:25]=[CH:24][CH:23]=[CH:22][C:18]=1[C:19]([NH:1][C:2]1[CH:3]=[C:4]([C:11]([O:13][CH3:14])=[O:12])[C:5]2[N:9]=[CH:8][NH:7][C:6]=2[CH:10]=1)=[O:20]. Procedure: To a solution of methyl 6-amino-1H-benzimidazole-4-carboxylate (266 mg) in dehydrated THF (12 mL), N,N-diisopropylethylamine (284 μL) was added, and the solution was stirred under ice-cooling. To this solution, 2-(trifluoromethyl)benzoyl chloride (284 μL) in dehydrated THF (5 mL) was added slowly dropwise, and stirred at the same temperature for 3 hours. After ice water was added, THF was removed under reduced pressure, and aqueous saturated sodium bicarbonate was added, and the mixture was extr... Starting materials: C(C)OC(CC1=C(C=CC=C1)OCCN1C=NC=C1)=O ([2-(2-Imidazol-1-yl-ethoxy)-phenyl]-acetic acid ethyl ester). Run in Cl (hydrochloric acid). The product is N1(C=NC=C1)CCOC1=C(C=CC=C1)CC(=O)O ([2-(2-Imidazol-1-yl-ethoxy)-phenyl]-acetic acid). Yield: 9.8%. As a reaction SMILES: C([O:3][C:4](=[O:20])[CH2:5][C:6]1[CH:11]=[CH:10][CH:9]=[CH:8][C:7]=1[O:12][CH2:13][CH2:14][N:15]1[CH:19]=[CH:18][N:17]=[CH:16]1)C>Cl>[N:15]1([CH2:14][CH2:13][O:12][C:7]2[CH:8]=[CH:9][CH:10]=[CH:11][C:6]=2[CH2:5][C:4]([OH:20])=[O:3])[CH:19]=[CH:18][N:17]=[CH:16]1. Procedure details: [2-(2-Imidazol-1-yl-ethoxy)-phenyl]-acetic acid ethyl ester (3.5 g, 113 mmol) was stirred in 50% aqueous hydrochloric acid (20 ml) at 100° C. for 6 hours. After cooling to room temperature the solvent was removed under reduced pressure and the residue was recrystallised from isopropylalcohol to give [2-(2-Imidazol-1-yl-ethoxy)-phenyl]-acetic acid (2.73 g) as a white solid. Mp 146-147° C. νmax (thin film) 3410 (O—H), 1722 cm−1 (C═O, acid). Anal. Found C, 54.89; H, 5.25; N, 9.80. C13H14N2O3. 1 mol...